This data is from the Open Reaction Database (ORD), a public repository of structured organic reaction records. The task is: describe an organic reaction: reactants, conditions, products, and yield Starting materials: NC1=C(OCC2CO2)C=CC=C1[N+](=O)[O-] (1-(2-amino-3-nitrophenoxy)-2,3-epoxypropane), O(C1=CC=CC=C1)CC1CCNCC1 (4-phenoxymethylpiperidine). The solvent is C(C)O (ethanol). The product is NC1=C(C=CC=C1[N+](=O)[O-])OCC(CN1CCC(CC1)COC1=CC=CC=C1)O (2-amino-1-[2-hydroxy-3-(4-phenoxymethylpiperidino)-propoxy]-3-nitrobenzene). Reaction SMILES: [NH2:1][C:2]1[C:12]([N+:13]([O-:15])=[O:14])=[CH:11][CH:10]=[CH:9][C:3]=1[O:4][CH2:5][CH:6]1[O:8][CH2:7]1.[O:16]([CH2:23][CH:24]1[CH2:29][CH2:28][NH:27][CH2:26][CH2:25]1)[C:17]1[CH:22]=[CH:21][CH:20]=[CH:19][CH:18]=1>C(O)C>[NH2:1][C:2]1[C:12]([N+:13]([O-:15])=[O:14])=[CH:11][CH:10]=[CH:9][C:3]=1[O:4][CH2:5][CH:6]([OH:8])[CH2:7][N:27]1[CH2:28][CH2:29][CH:24]([CH2:23][O:16][C:17]2[CH:22]=[CH:21][CH:20]=[CH:19][CH:18]=2)[CH2:25][CH2:26]1. Procedure: A mixture of 40.0 g. 1-(2-amino-3-nitrophenoxy)-2,3-epoxypropane, 36.2 g. 4-phenoxymethylpiperidine and 450 ml. ethanol is stirred for 18 hours at ambient temperature and the solution thereby obtained of 2-amino-1-[2-hydroxy-3-(4-phenoxymethylpiperidino)-propoxy]-3-nitrobenzene (m.p. 117°-118° C.) is subsequently hydrogenated at ambient temperature in the presence of 1.0 g. platinum oxide. After filtration, the filtrate obtained is acidified with dilute hydrochloric acid, evaporated and the evap... Reactants: CN1CCCN(c2ccc(C#N)cc2)CC1, O=CO. Yields the product CN1CCCN(c2ccc(C=O)cc2)CC1. Reaction SMILES: [CH3:1][N:2]1[CH2:3][CH2:4][N:5]([c:9]2[cH:10][cH:11][c:12]([C:13]#[N:14])[cH:15][cH:16]2)[CH2:6][CH2:7][CH2:8]1.[CH:17](=[O:18])[OH:19]>>[CH3:1][N:2]1[CH2:3][CH2:4][N:5]([c:9]2[cH:10][cH:11][c:12]([CH:13]=[O:18])[cH:15][cH:16]2)[CH2:6][CH2:7][CH2:8]1. Starting materials: ICC (iodoethane), C[Si]([N-][Si](C)(C)C)(C)C.[Li+] (lithium hexamethyldisilazide), C(C)(C)(C)OC(=O)N[C@@H]1C=C[C@@H](C1)C(=O)OC (methyl (1R,4S)-4-[(tert-butoxycarbonyl)amino]cyclopent-2-ene-1-carboxylate). Solvent: O1CCCC1 (tetrahydrofuran), O1CCCC1 (tetrahydrofuran). Conditions: time 8 hour. The product is C(C)(C)(C)OC(=O)N[C@@H]1C=C[C@@](C1)(C(=O)OC)CC (Methyl (1R,4S)-4-[(tert-butoxycarbonyl)amino]-1-ethylcyclopent-2-ene-1-carboxylate), mixture. Isolated yield 65.0%. RXN SMILES: C[Si](C)(C)[N-][Si](C)(C)C.[Li+].[C:11]([O:15][C:16]([NH:18][C@H:19]1[CH2:23][C@@H:22]([C:24]([O:26][CH3:27])=[O:25])[CH:21]=[CH:20]1)=[O:17])([CH3:14])([CH3:13])[CH3:12].I[CH2:29][CH3:30]>O1CCCC1>[C:11]([O:15][C:16]([NH:18][C@H:19]1[CH2:23][C@@:22]([CH2:29][CH3:30])([C:24]([O:26][CH3:27])=[O:25])[CH:21]=[CH:20]1)=[O:17])([CH3:14])([CH3:13])[CH3:12] |f:0.1|. Procedure: To a 1.00 M soluition of lithium hexamethyldisilazide in tetrahydrofuran (61.5 mL, 61.5 mmol) was added a solution of methyl (1R,4S)-4-[(tert-butoxycarbonyl)amino]cyclopent-2-ene-1-carboxylate (6.71 g, 27.8 mmol) in tetrahydrofuran (10.0 mL) at −78° C. over 10 min. The resulted light brown solution was stirred at −78° C. for 30 min before iodoethane (2.67 mL, 33.4 mmol) was added in one portion. The mixture was then kept at −25° C. overnight. The reaction was quenched with aqueous NH4Cl. The org... The reactants are C1(=CC(=CC=C1)NC(CCCCCCC(=O)OC)=O)C1=CC=CC=C1 (Methyl 8-(biphenyl-3-ylamino)-8-oxooctanoate), [OH-].[K+] (potassium hydroxide), aqueous solution. Run in C1CCOC1 (THF). Reaction conditions: time 72 hour. Product: C1(=CC(=CC=C1)NC(CCCCCCC(=O)O)=O)C1=CC=CC=C1 (8-(Biphenyl-3-ylamino)-8-oxooctanoic acid). The yield is 90.2%. As a reaction SMILES: [C:1]1([C:20]2[CH:25]=[CH:24][CH:23]=[CH:22][CH:21]=2)[CH:6]=[CH:5][CH:4]=[C:3]([NH:7][C:8](=[O:19])[CH2:9][CH2:10][CH2:11][CH2:12][CH2:13][CH2:14][C:15]([O:17]C)=[O:16])[CH:2]=1.[OH-].[K+]>C1COCC1>[C:1]1([C:20]2[CH:21]=[CH:22][CH:23]=[CH:24][CH:25]=2)[CH:6]=[CH:5][CH:4]=[C:3]([NH:7][C:8](=[O:19])[CH2:9][CH2:10][CH2:11][CH2:12][CH2:13][CH2:14][C:15]([OH:17])=[O:16])[CH:2]=1 |f:1.2|. Procedure: A solution of compound 182 (0.212 g, 0.62 mmol) in THF (10 mL) was treated with potassium hydroxide (5 mL of a 3.5% aqueous solution) and stirred at room temperature for 72 h then concentrated, diluted with diethyl ether and acidified with citric acid. The acidic mixture was extracted with AcOEt, washed with H2O, dried over MgSO4, filtered, and concentrated to give title compound 183 (0.182 g, 90% yield). The reactants are OC1=C(C=C(C(=N)N)C=C1)OC1=NC(=C(C(=C1F)N(C1(CCCC1)C(=O)OCC)C)F)OC1=CC(=CC=C1)C=1N(CCN1)C (4-hydroxy-3-[(4-(N-methyl-N-(1-ethoxycarbonylcyclopent-1-yl)amino)-6-(3-(1-methylimidazolin-2-yl)phenoxy)-3,5-difluoropyridin-2-yl)oxy]benzamidine), salt. Run in Cl (HCl), C(C)#N (acetonitrile), FC(C(=O)O)(F)F (trifluoroacetic acid). Product: OC1=C(C=C(C(=N)N)C=C1)OC1=NC(=C(C(=C1F)N(C1(CCCC1)C(=O)O)C)F)OC1=CC(=CC=C1)C=1N(CCN1)C (4-hydroxy-3-[(4-(N-methyl-N-(1-carboxycyclopent-1-yl)amino)-6-(3-(1-methylimidazolin-2-yl)phenoxy)-3,5-difluoropyridin-2-yl)oxy]benzamidine). RXN SMILES: [OH:1][C:2]1[CH:10]=[CH:9][C:5]([C:6]([NH2:8])=[NH:7])=[CH:4][C:3]=1[O:11][C:12]1[C:17]([F:18])=[C:16]([N:19]([CH3:30])[C:20]2([C:25]([O:27]CC)=[O:26])[CH2:24][CH2:23][CH2:22][CH2:21]2)[C:15]([F:31])=[C:14]([O:32][C:33]2[CH:38]=[CH:37][CH:36]=[C:35]([C:39]3[N:40]([CH3:44])[CH2:41][CH2:42][N:43]=3)[CH:34]=2)[N:13]=1>Cl.C(#N)C.FC(F)(F)C(O)=O>[OH:1][C:2]1[CH:10]=[CH:9][C:5]([C:6]([NH2:8])=[NH:7])=[CH:4][C:3]=1[O:11][C:12]1[C:17]([F:18])=[C:16]([N:19]([CH3:30])[C:20]2([C:25]([OH:27])=[O:26])[CH2:24][CH2:23][CH2:22][CH2:21]2)[C:15]([F:31])=[C:14]([O:32][C:33]2[CH:38]=[CH:37][CH:36]=[C:35]([C:39]3[N:40]([CH3:44])[CH2:41][CH2:42][N:43]=3)[CH:34]=2)[N:13]=1. Procedure details: A solution of 4-hydroxy-3-[(4-(N-methyl-N-(1-ethoxycarbonylcyclopent-1-yl)amino)-6-(3-(1-methylimidazolin-2-yl)phenoxy)-3,5-difluoropyridin-2-yl)oxy]benzamidine, trifluoroacet acid salt (0.80 g, 1.2 mmol) in 25 mL of 6 N aqueous HCl was stirred at 60° C. for 1 hour. It was then cooled to ambient temperature, diluted with acetonitrile and trifluoroacetic acid and purified by HPLC on a C18 Dynamax column with 20-80% acetonitrile in water gradient with 0.1% trifluoroacetic acid to afford 4-hydroxy-... Starting materials: stearyl glycidyl ether, C(C1CO1)OCCCCCCCC (octyl glycidyl ether), C1(=CC=CC=C1)C (toluene), Cl (hydrogen chloride), CC(=O)C (acetone). Reagents/catalysts: Catalyst B. Run at time 24 hour. Yields the product C(C1CO1)OCCCCCCCCCCCCCCCCCC.C(C1CO1)OCCCCCCCC (stearyl glycidyl ether octyl glycidyl ether). The yield is 75.0%. As a reaction SMILES: [CH2:1]([O:5][CH2:6][CH2:7][CH2:8][CH2:9][CH2:10][CH2:11][CH2:12][CH3:13])[CH:2]1[O:4][CH2:3]1.[C:14]1([CH3:20])[CH:19]=[CH:18][CH:17]=[CH:16][CH:15]=1.Cl.[CH3:22][C:23]([CH3:25])=O>>[CH2:1]([O:5][CH2:6][CH2:7][CH2:8][CH2:9][CH2:10][CH2:11][CH2:12][CH2:13][CH2:22][CH2:23][CH2:25][CH2:15][CH2:16][CH2:17][CH2:18][CH2:19][CH2:14][CH3:20])[CH:2]1[O:4][CH2:3]1.[CH2:1]([O:5][CH2:6][CH2:7][CH2:8][CH2:9][CH2:10][CH2:11][CH2:12][CH3:13])[CH:2]1[O:4][CH2:3]1 |f:4.5|. Reported procedure: 50 mL of Catalyst B, 40.0 g of stearyl glycidyl ether (SGE) and 22.8 g of octyl glycidyl ether (OGE) were added to 210 ml of toluene, and a vessel was closed. The polymerization was carried out at 130° C. for 24 hours with stirring. The reaction solution was added to a large amount of acetone containing a small amount of a dilute solution of hydrogen chloride. A precipitated solid was dried under reduced pressure at 80° C. for 24 hours to obtain a poly(stearyl glycidyl ether/octyl glycidyl ether... Reactants: polyamides, C1(CCC(CC1)CN)CN (1,4-cyclohexanebis(methylamine)), [C@H]1(CC[C@H](CC1)CN)CN (trans-1, 4cyclohexane-bis(methylamine)), C1(CCCCC1)(CN)CN (cyclohexanebis (methylamine)), polyamides, C(CCCCC(=O)O)(=O)O (adipic acid), polyamide, dicarboxylic acid, Polyamides. Yields the product nylon 66, NCCCCCCN (hexamethylene diamine), C(CCCCC(=O)O)(=O)O (adipic acid). As a reaction SMILES: C1(CN)(CN)CCCCC1.[CH:11]1([CH2:19][NH2:20])CC[CH:14]([CH2:17][NH2:18])[CH2:13][CH2:12]1.[C@H]1(CN)CC[C@H](CN)CC1.[C:31]([OH:40])(=[O:39])[CH2:32][CH2:33][CH2:34][CH2:35][C:36]([OH:38])=[O:37]>>[NH2:18][CH2:17][CH2:14][CH2:13][CH2:12][CH2:11][CH2:19][NH2:20].[C:31]([OH:40])(=[O:39])[CH2:32][CH2:33][CH2:34][CH2:35][C:36]([OH:38])=[O:37]. Procedure: Polyamides derived from cyclohexanebis (methylamine) are known in the prior art. In U.S. Pat. No. 3,012,994 polyamides derived from the condensation of 1,3- or 1,4-cyclohexanebis(methylamine) and a dicarboxylic acid are described. These polyamides possess good stability and strength properties and are described as having relatively high melting points; for example, the polyamide of trans-1, 4cyclohexane-bis(methylamine) and adipic acid has a crystalline melting point of 345° C., whereas nylon 66... The reactants are COC(=O)C(NS(=O)(=O)c1ccc(-c2ccc(CO)cc2)cc1)C(C)C, Cc1cc2ccccc2nc1Cl, [H-], [Na+], CN(C)C=O, O. Yields the product COC(=O)C(NS(=O)(=O)c1ccc(-c2ccc(COc3nc4ccccc4cc3C)cc2)cc1)C(C)C. Reaction SMILES: [CH3:1][O:2][C:3]([CH:4]([CH:5]([CH3:6])[CH3:7])[NH:8][S:9](=[O:10])(=[O:11])[c:12]1[cH:13][cH:14][c:15](-[c:18]2[cH:19][cH:20][c:21]([CH2:24][OH:25])[cH:22][cH:23]2)[cH:16][cH:17]1)=[O:26].[Cl:27][c:28]1[n:29][c:30]2[cH:31][cH:32][cH:33][cH:34][c:35]2[cH:36][c:37]1[CH3:38].[H-:40].[Na+:39].[O:42]=[CH:43][N:44]([CH3:45])[CH3:46].[OH2:41]>>[CH3:1][O:2][C:3]([CH:4]([CH:5]([CH3:6])[CH3:7])[NH:8][S:9](=[O:10])(=[O:11])[c:12]1[cH:13][cH:14][c:15](-[c:18]2[cH:19][cH:20][c:21]([CH2:24][O:25][c:28]3[n:29][c:30]4[cH:31][cH:32][cH:33][cH:34][c:35]4[cH:36][c:37]3[CH3:38])[cH:22][cH:23]2)[cH:16][cH:17]1)=[O:26]. The reactants are O=C([O-])[O-], CI, CN(C)C=O, [K+], [K+], O=c1c(-c2nnn[nH]2)cnc2ccccn12. As a reaction SMILES: [C:17](=[O:18])([O-:19])[O-:20].[CH3:23][I:24].[CH3:25][N:26]([CH3:27])[CH:28]=[O:29].[K+:21].[K+:22].[nH:1]1[n:2][n:3][n:4][c:5]1-[c:6]1[cH:7][n:8][c:9]2[n:10]([c:11]1=[O:12])[cH:13][cH:14][cH:15][cH:16]2>>[n:1]1([CH3:17])[n:2][n:3][n:4][c:5]1-[c:6]1[cH:7][n:8][c:9]2[n:10]([c:11]1=[O:12])[cH:13][cH:14][cH:15][cH:16]2. The product is Cn1nnnc1-c1cnc2ccccn2c1=O. Reactants: CC1CNCC(C)N1, Cn1c2cc(OCCCI)ccc2c2c3c(c(-c4ccccc4Cl)cc21)C(=O)NC3=O, C1CCOC1. Yields the product CC1CN(CCCOc2ccc3c4c5c(c(-c6ccccc6Cl)cc4n(C)c3c2)C(=O)NC5=O)CC(C)N1. As a reaction SMILES: [CH3:32][CH:33]1[NH:34][CH:35]([CH3:39])[CH2:36][NH:37][CH2:38]1.[Cl:1][c:2]1[c:3](-[c:8]2[cH:9][c:10]3[n:11]([CH3:31])[c:12]4[cH:13][c:14]([O:26][CH2:27][CH2:28][CH2:29][I:30])[cH:15][cH:16][c:17]4[c:18]3[c:19]3[c:20]2[C:21](=[O:25])[NH:22][C:23]3=[O:24])[cH:4][cH:5][cH:6][cH:7]1.[O:40]1[CH2:41][CH2:42][CH2:43][CH2:44]1>>[Cl:1][c:2]1[c:3](-[c:8]2[cH:9][c:10]3[n:11]([CH3:31])[c:12]4[cH:13][c:14]([O:26][CH2:27][CH2:28][CH2:29][N:37]5[CH2:36][CH:35]([CH3:39])[NH:34][CH:33]([CH3:32])[CH2:38]5)[cH:15][cH:16][c:17]4[c:18]3[c:19]3[c:20]2[C:21](=[O:25])[NH:22][C:23]3=[O:24])[cH:4][cH:5][cH:6][cH:7]1.